Dataset: the Open Reaction Database (ORD), a public repository of structured organic reaction records. Task: describe an organic reaction: reactants, conditions, products, and yield Starting materials: ClC(=O)OCC (ethyl chloroformate), C(C)(C)(C)OC(=O)N1[C@@H](C[C@@H](C1)O)C(=O)O ((2S, 4S)-1-t-butoxycarbonyl-4-hydroxy-2-pyrrolidinecarboxylic acid), [Cl-].[Na+] (sodium chloride), C(C)N (ethylamine). Run in O1CCCC1 (tetrahydrofuran), C(C)N(CC)CC (triethylamine), O1CCCC1 (tetrahydrofuran). Run at time 30 minute. The product is C(C)(C)(C)OC(=O)N1[C@@H](C[C@@H](C1)O)C(NCC)=O ((2S, 4S)-1-t-Butoxycarbonyl-2-ethylcarbamoyl-4-hydroxypyrrolidine). As a reaction SMILES: ClC(OCC)=O.[C:7]([O:11][C:12]([N:14]1[CH2:18][C@@H:17]([OH:19])[CH2:16][C@H:15]1[C:20]([OH:22])=O)=[O:13])([CH3:10])([CH3:9])[CH3:8].[CH2:23]([NH2:25])[CH3:24].[Cl-].[Na+]>O1CCCC1.C(N(CC)CC)C>[C:7]([O:11][C:12]([N:14]1[CH2:18][C@@H:17]([OH:19])[CH2:16][C@H:15]1[C:20](=[O:22])[NH:25][CH2:23][CH3:24])=[O:13])([CH3:8])([CH3:9])[CH3:10] |f:3.4|. Procedure details: 15.25 ml of triethylamine and subsequently a solution of 10.48 ml of ethyl chloroformate in 50 ml of dry tetrahydrofuran were added at -25° C. to a solution of 23.13 g of (2S, 4S)-1-t-butoxycarbonyl-4-hydroxy-2-pyrrolidinecarboxylic acid dissolved in 350 ml of dry tetrahydrofuran, and the mixture was stirred at the same temperature for 30 minutes. At the end of this time, a 70% by volume aqueous ethylamine solution was added at -22° C., the reaction temperature was allowed to rise gradually and ...